This data is from the Open Reaction Database (ORD), a public repository of structured organic reaction records. The task is: describe an organic reaction: reactants, conditions, products, and yield The reactants are O=C(CCC#Cc1ccc(C(F)(F)F)cc1)OCc1ccccc1, [Li+], [OH-]. Yields the product O=C(O)CCC#Cc1ccc(C(F)(F)F)cc1. As a reaction SMILES: [CH2:1]([c:2]1[cH:3][cH:4][cH:5][cH:6][cH:7]1)[O:8][C:9]([CH2:10][CH2:11][C:12]#[C:13][c:14]1[cH:15][cH:16][c:17]([C:20]([F:21])([F:22])[F:23])[cH:18][cH:19]1)=[O:24].[Li+:26].[OH-:25]>>[O:8]=[C:9]([CH2:10][CH2:11][C:12]#[C:13][c:14]1[cH:15][cH:16][c:17]([C:20]([F:21])([F:22])[F:23])[cH:18][cH:19]1)[OH:24]. Reaction SMILES: O[CH2:2][CH:3]([C:13]1[C:18]([OH:19])=[C:17]([CH3:20])[C:16]([CH3:21])=[CH:15][CH:14]=1)[C:4]1[CH:9]=[CH:8][C:7]([CH:10]([CH3:12])[CH3:11])=[CH:6][CH:5]=1>CO>[CH:10]([C:7]1[CH:8]=[CH:9][C:4]([CH:3]2[C:13]3[CH:14]=[CH:15][C:16]([CH3:21])=[C:17]([CH3:20])[C:18]=3[O:19][CH2:2]2)=[CH:5][CH:6]=1)([CH3:12])[CH3:11]. Run in CO (methanol). The yield is 80.0%. Reactants: OCC(C1=CC=C(C=C1)C(C)C)C1=CC=C(C(=C1O)C)C (6-(2-hydroxy-1-(4-isopropylphenyl)ethyl)-2,3-dimethylphenol). Procedure details: Using 6-(2-hydroxy-1-(4-isopropylphenyl)ethyl)-2,3-dimethylphenol synthesized in Reference Example 9, the title compound was synthesized in the same manner as in Reference Example 13. Yield 80%. Melting point: 50-51° C. (methanol). The product is C(C)(C)C1=CC=C(C=C1)C1COC2=C1C=CC(=C2C)C (3-(4-Isopropylphenyl)-6,7-dimethyl-2,3-dihydro-1-benzofuran). Starting materials: Cl.Cl.C1OCCN2[C@@H]1CNCC2 ((9aR)-octahydropyrazino[2,1-c][1,4]oxazine dihydrochloride), CC(C)(C)OC(=O)N(N(C(=O)OC(C)(C)C)C1=NC(=NC(=C1F)Cl)Cl)C(=O)OC(C)(C)C (tris(1,1-dimethylethyl)2-(2,6-dichloro-5-fluoro-4-pyrimidinyl)-1,1,2-hydrazinetricarboxylate), C(C)(C)N(C(C)C)CC (N,N-diisopropylethylamine). Solvent: CN(C)C=O (DMF), CCOCC (Et2O). Reaction conditions: time 8 hour. Yields the product CC(C)(C)OC(=O)N(N(C(=O)OC(C)(C)C)C1=NC(=NC(=C1F)N1C[C@@H]2COCCN2CC1)Cl)C(=O)OC(C)(C)C (tris(1,1-dimethylethyl)2-{2-chloro-5-fluoro-6-[(9aR)-hexahydropyrazino[2,1-c][1,4]oxazin-8(1H)-yl]-4-pyrimidinyl}-1,1,2-hydrazinetricarboxylate). Isolated yield 90.2%. Reaction SMILES: Cl.Cl.[CH2:3]1[C@H:8]2[CH2:9][NH:10][CH2:11][CH2:12][N:7]2[CH2:6][CH2:5][O:4]1.[CH3:13][C:14]([O:17][C:18]([N:20]([C:38]([O:40][C:41]([CH3:44])([CH3:43])[CH3:42])=[O:39])[N:21]([C:29]1[C:34]([F:35])=[C:33](Cl)[N:32]=[C:31]([Cl:37])[N:30]=1)[C:22]([O:24][C:25]([CH3:28])([CH3:27])[CH3:26])=[O:23])=[O:19])([CH3:16])[CH3:15].C(N(CC)C(C)C)(C)C>CN(C=O)C.CCOCC>[CH3:16][C:14]([O:17][C:18]([N:20]([C:38]([O:40][C:41]([CH3:44])([CH3:43])[CH3:42])=[O:39])[N:21]([C:29]1[C:34]([F:35])=[C:33]([N:10]2[CH2:11][CH2:12][N:7]3[C@@H:8]([CH2:3][O:4][CH2:5][CH2:6]3)[CH2:9]2)[N:32]=[C:31]([Cl:37])[N:30]=1)[C:22]([O:24][C:25]([CH3:26])([CH3:27])[CH3:28])=[O:23])=[O:19])([CH3:13])[CH3:15] |f:0.1.2|. Procedure: To a solution of crude (9aR)-octahydropyrazino[2,1-c][1,4]oxazine dihydrochloride (1.7185 g, 7.99 mmol) in DMF (40 mL) was added tris(1,1-dimethylethyl)2-(2,6-dichloro-5-fluoro-4-pyrimidinyl)-1,1,2-hydrazinetricarboxylate (3.97 g, 7.98 mmol) and N,N-diisopropylethylamine (4.60 mL, 26.41 mmol). The solution was stirred overnight and then diluted with Et2O (200 mL). The mixture was washed with water (2×100 mL), and the combined aqueous phase was extracted with a fresh portion of Et2O (100 mL). The... The reactants are CC(F)(F)c1ccc(Cn2ccc(N)n2)o1, Cc1ccc(C=CC(=O)O)cc1. Product: Cc1ccc(C=CC(=O)Nc2ccn(Cc3ccc(C(C)(F)F)o3)n2)cc1. Reaction SMILES: [F:1][C:2]([CH3:3])([F:4])[c:5]1[cH:6][cH:7][c:8]([CH2:10][n:11]2[n:12][c:13]([NH2:16])[cH:14][cH:15]2)[o:9]1.[c:17]1([CH3:28])[cH:18][cH:19][c:20]([CH:23]=[CH:24][C:25](=[O:26])[OH:27])[cH:21][cH:22]1>>[F:1][C:2]([CH3:3])([F:4])[c:5]1[cH:6][cH:7][c:8]([CH2:10][n:11]2[n:12][c:13]([NH:16][C:25]([CH:24]=[CH:23][c:20]3[cH:19][cH:18][c:17]([CH3:28])[cH:22][cH:21]3)=[O:26])[cH:14][cH:15]2)[o:9]1. Starting materials: COc1ccc(CC(=O)O)cc1, COCCOC, C(=NC1CCCCC1)=NC1CCCCC1, NCCCNCCCCNCCCN. The product is COc1ccc(CC(=O)NCCCNCCCCNCCCN)cc1. RXN SMILES: [CH3:1][O:2][c:3]1[cH:4][cH:5][c:6]([CH2:7][C:8]([OH:9])=[O:10])[cH:11][cH:12]1.[CH3:42][O:43][CH2:44][CH2:45][O:46][CH3:47].[CH:13]1([N:14]=[C:15]=[N:16][CH:17]2[CH2:18][CH2:19][CH2:20][CH2:21][CH2:22]2)[CH2:23][CH2:24][CH2:25][CH2:26][CH2:27]1.[NH2:28][CH2:29][CH2:30][CH2:31][NH:32][CH2:33][CH2:34][CH2:35][CH2:36][NH:37][CH2:38][CH2:39][CH2:40][NH2:41]>>[CH3:1][O:2][c:3]1[cH:4][cH:5][c:6]([CH2:7][C:8](=[O:10])[NH:41][CH2:40][CH2:39][CH2:38][NH:37][CH2:36][CH2:35][CH2:34][CH2:33][NH:32][CH2:31][CH2:30][CH2:29][NH2:28])[cH:11][cH:12]1. The reactants are FC1=CC=C(CN2CC3(C2)OC2=CC=C(C=C2C(C3)=O)/C=C/C(=O)NOC3OCCCC3)C=C1 ((E)-3-[1′-(4-Fluoro-benzyl)-4-oxo-spiro(chromane-2,3′-azetidine)-6-yl]-N-(tetrahydro-pyran-2-yloxy)-acrylamide), Cl (HCl). The solvent is C(Cl)Cl (DCM), O1CCOCC1 (dioxane). Yields the product FC1=CC=C(CN2CC3(C2)OC2=CC=C(C=C2C(C3)=O)/C=C/C(=O)NO)C=C1 ((E)-3-[1′-(4-fluoro-benzyl)-4-oxo-spiro(chromane-2,3′-azetidine)-6-yl]-N-hydroxy-acrylamide). Isolated yield 66.8%. As a reaction SMILES: [F:1][C:2]1[CH:34]=[CH:33][C:5]([CH2:6][N:7]2[CH2:10][C:9]3([CH2:19][C:18](=[O:20])[C:17]4[C:12](=[CH:13][CH:14]=[C:15](/[CH:21]=[CH:22]/[C:23]([NH:25][O:26]C5CCCCO5)=[O:24])[CH:16]=4)[O:11]3)[CH2:8]2)=[CH:4][CH:3]=1.Cl>C(Cl)Cl.O1CCOCC1>[F:1][C:2]1[CH:3]=[CH:4][C:5]([CH2:6][N:7]2[CH2:10][C:9]3([CH2:19][C:18](=[O:20])[C:17]4[C:12](=[CH:13][CH:14]=[C:15](/[CH:21]=[CH:22]/[C:23]([NH:25][OH:26])=[O:24])[CH:16]=4)[O:11]3)[CH2:8]2)=[CH:33][CH:34]=1. Procedure details: (E)-3-[1′-(4-Fluoro-benzyl)-4-oxo-spiro(chromane-2,3′-azetidine)-6-yl]-N-(tetrahydro-pyran-2-yloxy)-acrylamide (260 mg, 0.56 mmol) in DCM (10 ml) was treated with 4 M HCl in dioxane (1 ml) as described in Example 30, Step C, giving (E)-3-[1′-(4-fluoro-benzyl)-4-oxo-spiro(chromane-2,3′-azetidine)-6-yl]-N-hydroxy-acrylamide (143 mg, hydrochloride salt) as as a light yellow solid.